This data is from the Open Reaction Database (ORD), a public repository of structured organic reaction records. The task is: describe an organic reaction: reactants, conditions, products, and yield The reactants are O=C([O-])[O-], CN(C)C=O, COc1ccc(CCCl)cc1, [K+], [K+], CCOC(=O)C1CCNCC1. Product: CCOC(=O)C1CCN(CCc2ccc(OC)cc2)CC1. As a reaction SMILES: [C:23](=[O:24])([O-:25])[O-:26].[CH3:29][N:30]([CH3:31])[CH:32]=[O:33].[Cl:12][CH2:13][CH2:14][c:15]1[cH:16][cH:17][c:18]([O:21][CH3:22])[cH:19][cH:20]1.[K+:27].[K+:28].[NH:1]1[CH2:2][CH2:3][CH:4]([C:7](=[O:8])[O:9][CH2:10][CH3:11])[CH2:5][CH2:6]1>>[N:1]1([CH2:13][CH2:14][c:15]2[cH:16][cH:17][c:18]([O:21][CH3:22])[cH:19][cH:20]2)[CH2:2][CH2:3][CH:4]([C:7](=[O:8])[O:9][CH2:10][CH3:11])[CH2:5][CH2:6]1.